From a dataset of the Open Reaction Database (ORD), a public repository of structured organic reaction records. describe an organic reaction: reactants, conditions, products, and yield The reactants are COC(=O)C(C)C(=O)Nc1cc(C)c(Oc2ccc(O)c(S(=O)(=O)c3ccc(F)cc3)c2)c(C)c1, CO, CCOC(C)=O, [Na+], [OH-], O. The product is Cc1cc(NC(=O)C(C)C(=O)O)cc(C)c1Oc1ccc(O)c(S(=O)(=O)c2ccc(F)cc2)c1. RXN SMILES: [CH3:1][O:2][C:3]([CH:4]([C:5](=[O:6])[NH:7][c:8]1[cH:9][c:10]([CH3:33])[c:11]([O:15][c:16]2[cH:17][c:18]([S:23](=[O:24])(=[O:25])[c:26]3[cH:27][cH:28][c:29]([F:32])[cH:30][cH:31]3)[c:19]([OH:22])[cH:20][cH:21]2)[c:12]([CH3:14])[cH:13]1)[CH3:34])=[O:35].[CH3:39][OH:40].[CH3:41][CH2:42][O:43][C:44]([CH3:45])=[O:46].[Na+:37].[OH-:36].[OH2:38]>>[O:2]=[C:3]([CH:4]([C:5](=[O:6])[NH:7][c:8]1[cH:9][c:10]([CH3:33])[c:11]([O:15][c:16]2[cH:17][c:18]([S:23](=[O:24])(=[O:25])[c:26]3[cH:27][cH:28][c:29]([F:32])[cH:30][cH:31]3)[c:19]([OH:22])[cH:20][cH:21]2)[c:12]([CH3:14])[cH:13]1)[CH3:34])[OH:35].